This data is from the Open Reaction Database (ORD), a public repository of structured organic reaction records. The task is: describe an organic reaction: reactants, conditions, products, and yield The reactants are Cc1ccc(S(=O)(=O)OCc2noc(C(CCCC3CCCCC3)CC(=O)OC(C)(C)C)n2)cc1, CCC(N)CC. Product: CCC(CC)NCc1noc(C(CCCC2CCCCC2)CC(=O)OC(C)(C)C)n1. Reaction SMILES: [C:1]([CH3:2])([CH3:3])([CH3:4])[O:5][C:6]([CH2:7][CH:8]([CH2:9][CH2:10][CH2:11][CH:12]1[CH2:13][CH2:14][CH2:15][CH2:16][CH2:17]1)[c:18]1[n:19][c:20]([CH2:23][O:24][S:25]([c:26]2[cH:27][cH:28][c:29]([CH3:30])[cH:31][cH:32]2)(=[O:33])=[O:34])[n:21][o:22]1)=[O:35].[NH2:36][CH:37]([CH2:38][CH3:39])[CH2:40][CH3:41]>>[C:1]([CH3:2])([CH3:3])([CH3:4])[O:5][C:6]([CH2:7][CH:8]([CH2:9][CH2:10][CH2:11][CH:12]1[CH2:13][CH2:14][CH2:15][CH2:16][CH2:17]1)[c:18]1[n:19][c:20]([CH2:23][NH:36][CH:37]([CH2:38][CH3:39])[CH2:40][CH3:41])[n:21][o:22]1)=[O:35]. The reactants are C1CCOC1, Cl, Cc1cc(F)ccc1C1C(=O)NCCN1C(=O)N(C)C(C)c1cc(C(F)(F)F)cc(C(F)(F)F)c1, [Na+], O=C([O-])O, O. Yields the product Cc1cc(F)ccc1C1CNCCN1C(=O)N(C)C(C)c1cc(C(F)(F)F)cc(C(F)(F)F)c1. RXN SMILES: [CH2:43]1[O:44][CH2:45][CH2:46][CH2:47]1.[ClH:36].[F:1][C:2]([c:3]1[cH:4][c:5]([CH:13]([CH3:14])[N:15]([C:16](=[O:17])[N:18]2[CH:19]([c:25]3[c:26]([CH3:32])[cH:27][c:28]([F:31])[cH:29][cH:30]3)[C:20](=[O:24])[NH:21][CH2:22][CH2:23]2)[CH3:33])[cH:6][c:7]([C:9]([F:10])([F:11])[F:12])[cH:8]1)([F:34])[F:35].[Na+:42].[O-:38][C:39]([OH:40])=[O:41].[OH2:37]>>[F:1][C:2]([c:3]1[cH:4][c:5]([CH:13]([CH3:14])[N:15]([C:16](=[O:17])[N:18]2[CH:19]([c:25]3[c:26]([CH3:32])[cH:27][c:28]([F:31])[cH:29][cH:30]3)[CH2:20][NH:21][CH2:22][CH2:23]2)[CH3:33])[cH:6][c:7]([C:9]([F:10])([F:11])[F:12])[cH:8]1)([F:34])[F:35]. The reactants are ClC1=C(C(=O)NC=2C=CC=C3C(=CC=NC23)NNC(CCC(=O)O)=O)C(=CC=C1)Cl (8-(2,6-dichlorobenzoylamino)-4-[2-(3-carboxypropanoyl)hydrazino]quinoline), ON1N=NC2=C1C=CC=C2 (1-hydroxybenzotriazole), Cl.C(C)N=C=NCCCN(C)C (1-ethyl-3-(3-dimethylaminopropyl)carbodiimide hydrochloride), O (water). The solvent is CN(C=O)C (dimethylformamide). Run at time 8 hour. Product: ClC1=C(C(=O)NC=2C=CC=C3C(=CC=NC23)NN2C(CCC2=O)=O)C(=CC=C1)Cl (8-(2,6-dichlorobenzoylamino)-4-(2,5-dioxopyrrolidin-1-ylamino)quinoline). The yield is 54.4%. As a reaction SMILES: [Cl:1][C:2]1[CH:29]=[CH:28][CH:27]=[C:26]([Cl:30])[C:3]=1[C:4]([NH:6][C:7]1[CH:8]=[CH:9][CH:10]=[C:11]2[C:16]=1[N:15]=[CH:14][CH:13]=[C:12]2[NH:17][NH:18][C:19](=[O:25])[CH2:20][CH2:21][C:22](O)=[O:23])=[O:5].ON1C2C=CC=CC=2N=N1.Cl.C(N=C=NCCCN(C)C)C.O>CN(C)C=O>[Cl:30][C:26]1[CH:27]=[CH:28][CH:29]=[C:2]([Cl:1])[C:3]=1[C:4]([NH:6][C:7]1[CH:8]=[CH:9][CH:10]=[C:11]2[C:16]=1[N:15]=[CH:14][CH:13]=[C:12]2[NH:17][N:18]1[C:22](=[O:23])[CH2:21][CH2:20][C:19]1=[O:25])=[O:5] |f:2.3|. Procedure: To a solution of 8-(2,6-dichlorobenzoylamino)-4-[2-(3-carboxypropanoyl)hydrazino]quinoline (138 mg) in dimethylformamide (3 ml) were added 1-hydroxybenzotriazole (45.9 mg) and 1-ethyl-3-(3-dimethylaminopropyl)carbodiimide hydrochloride (65.1 mg) at ambient temperature, and the mixture was stirred at the same temperature overnight. To the mixture was added water, and the resulting precipitates were collected by filtration to give 8-(2,6-dichlorobenzoylamino)-4-(2,5-dioxopyrrolidin-1-ylamino)quino...